This data is from the Open Reaction Database (ORD), a public repository of structured organic reaction records. The task is: describe an organic reaction: reactants, conditions, products, and yield Solvent: C1CCOC1 (THF). The reactants are BrC1=CC(=C(C=C1)NC=1N(C(C=CC1C(=O)OC)=O)C)F (methyl 2-(4-bromo-2-fluorophenylamino)-1-methyl-6-oxo-1,6-dihydropyridine-3-carboxylate), [Si](C)(C)(C(C)(C)C)O[C@H](CON)C ((S)—O-(2-(tert-butyldimethylsilyloxy)propyl)hydroxylamine), C[Si](C)(C)[N-][Si](C)(C)C.[Li+] (lithium bis(trimethylsilyl)amide). RXN SMILES: [Br:1][C:2]1[CH:7]=[CH:6][C:5]([NH:8][C:9]2[N:10]([CH3:20])[C:11](=[O:19])[CH:12]=[CH:13][C:14]=2[C:15]([O:17]C)=O)=[C:4]([F:21])[CH:3]=1.[Si:22]([O:29][C@@H:30]([CH3:34])[CH2:31][O:32][NH2:33])([C:25]([CH3:28])([CH3:27])[CH3:26])([CH3:24])[CH3:23].C[Si]([N-][Si](C)(C)C)(C)C.[Li+]>C1COCC1>[Br:1][C:2]1[CH:7]=[CH:6][C:5]([NH:8][C:9]2[N:10]([CH3:20])[C:11](=[O:19])[CH:12]=[CH:13][C:14]=2[C:15]([NH:33][O:32][CH2:31][C@@H:30]([O:29][Si:22]([C:25]([CH3:26])([CH3:28])[CH3:27])([CH3:24])[CH3:23])[CH3:34])=[O:17])=[C:4]([F:21])[CH:3]=1 |f:2.3|. Yields the product BrC1=CC(=C(C=C1)NC=1N(C(C=CC1C(=O)NOC[C@H](C)O[Si](C)(C)C(C)(C)C)=O)C)F ((S)-2-(4-Bromo-2-fluorophenylamino)-N-(2-(tert-butyldimethylsilyloxy)propoxy)-1-methyl-6-oxo-1,6-dihydropyridine-3-carboxamide). Conditions: time 1 hour. Procedure details: To a solution of methyl 2-(4-bromo-2-fluorophenylamino)-1-methyl-6-oxo-1,6-dihydropyridine-3-carboxylate (0.050 g, 0.14 mmol) and (S)—O-(2-(tert-butyldimethylsilyloxy)propyl)hydroxylamine (0.072 g, 0.35 mmol) in THF (1.50 mL) at 0° C. was slowly added lithium bis(trimethylsilyl)amide (0.70 ml, 0.70 mmol). After addition, the reaction mixture was stirred for 1 hour at room temperature and then quenched by with saturated NaHCO3. The reaction mixture was partitioned between EtOAc and sat NaCl. The ... Starting materials: [Cl-].[NH4+] (ammonium chloride), [BH4-].[Na+] (sodium borohydride), ClC1=CC=C(C=C1)C1=NN2C(C=C(C=C2)C=2C(=C(C=O)C(=CC2)F)F)=C1 (3-[2-(4-chlorophenyl)pyrazolo[1,5-a]pyridin-5-yl]-2,6-difluorobenzaldehyde), CO (methanol). Run in O (water), ClCCl (dichloromethane), O (water), mixture, O1CCCC1 (tetrahydrofuran). Run at time 1 hour. Yields the product ClC1=CC=C(C=C1)C1=NN2C(C=C(C=C2)C=2C(=C(C(=CC2)F)CO)F)=C1 ({3-[2-(4-chlorophenyl)pyrazolo[1,5-a]pyridin-5-yl]-2,6-difluorophenyl}-methanol). The yield is 47.4%. As a reaction SMILES: [BH4-].[Na+].[Cl:3][C:4]1[CH:9]=[CH:8][C:7]([C:10]2[CH:28]=[C:13]3[CH:14]=[C:15]([C:18]4[C:19]([F:27])=[C:20]([C:23]([F:26])=[CH:24][CH:25]=4)[CH:21]=[O:22])[CH:16]=[CH:17][N:12]3[N:11]=2)=[CH:6][CH:5]=1.CO.[Cl-].[NH4+]>ClCCl.O.O1CCCC1>[Cl:3][C:4]1[CH:5]=[CH:6][C:7]([C:10]2[CH:28]=[C:13]3[CH:14]=[C:15]([C:18]4[C:19]([F:27])=[C:20]([CH2:21][OH:22])[C:23]([F:26])=[CH:24][CH:25]=4)[CH:16]=[CH:17][N:12]3[N:11]=2)=[CH:8][CH:9]=1 |f:0.1,4.5|. Reported procedure: 0.040 g (1.06 mmol) of sodium borohydride is added portionwise to a solution, cooled to approximately 5° C., of 0.135 g (0.37 mmol) of 3-[2-(4-chlorophenyl)pyrazolo[1,5-a]pyridin-5-yl]-2,6-difluorobenzaldehyde in 10 ml of a mixture of methanol and tetrahydrofuran (1/1). The medium is stirred at ambient temperature for 1 hour, then cooled to 5° C. and then hydrolysed by dropwise addition of 10 ml of a saturated aqueous ammonium chloride solution and 10 ml of water. The mixture is concentrated und... Reactants: Fc1ccc(Br)c(Cl)c1, CCS, CN(C)C=O, CCOC(C)=O, [H-], [Na+]. Yields the product CCSc1ccc(Br)c(Cl)c1. As a reaction SMILES: [Br:1][c:2]1[c:3]([Cl:9])[cH:4][c:5]([F:8])[cH:6][cH:7]1.[CH2:10]([CH3:11])[SH:12].[CH3:15][N:16]([CH3:17])[CH:18]=[O:19].[CH3:20][CH2:21][O:22][C:23](=[O:24])[CH3:25].[H-:13].[Na+:14]>>[Br:1][c:2]1[c:3]([Cl:9])[cH:4][c:5]([S:12][CH2:10][CH3:11])[cH:6][cH:7]1. Reactants: CCN(C(C)C)C(C)C, O=CCCc1cc(-c2ccc(F)cc2)n(-c2ccccc2)n1, Fc1ccc(C(c2ccc(F)cc2)N2CCNCC2)cc1. Product: Fc1ccc(-c2cc(CCCN3CCN(C(c4ccc(F)cc4)c4ccc(F)cc4)CC3)nn2-c2ccccc2)cc1. As a reaction SMILES: [CH:44]([N:45]([CH2:46][CH3:47])[CH:48]([CH3:49])[CH3:50])([CH3:51])[CH3:52].[F:1][c:2]1[cH:3][cH:4][c:5](-[c:8]2[cH:9][c:10]([CH2:19][CH2:20][CH:21]=[O:22])[n:11][n:12]2-[c:13]2[cH:14][cH:15][cH:16][cH:17][cH:18]2)[cH:6][cH:7]1.[F:23][c:24]1[cH:25][cH:26][c:27]([CH:30]([N:31]2[CH2:32][CH2:33][NH:34][CH2:35][CH2:36]2)[c:37]2[cH:38][cH:39][c:40]([F:43])[cH:41][cH:42]2)[cH:28][cH:29]1>>[F:1][c:2]1[cH:3][cH:4][c:5](-[c:8]2[cH:9][c:10]([CH2:19][CH2:20][CH2:21][N:34]3[CH2:33][CH2:32][N:31]([CH:30]([c:27]4[cH:26][cH:25][c:24]([F:23])[cH:29][cH:28]4)[c:37]4[cH:38][cH:39][c:40]([F:43])[cH:41][cH:42]4)[CH2:36][CH2:35]3)[n:11][n:12]2-[c:13]2[cH:14][cH:15][cH:16][cH:17][cH:18]2)[cH:6][cH:7]1.